This data is from the Open Reaction Database (ORD), a public repository of structured organic reaction records. The task is: describe an organic reaction: reactants, conditions, products, and yield Run in C(C)O (ethanol). The reactants are NC1=CC=C(C=C1)C=1N(C=C(C(=O)O)C(C1)=O)C1=CC=C(C=C1)F (6-(4-aminophenyl)-1-(4-fluorophenyl)-4-oxo-1,4-dihydronicotinic acid), [N+](=O)([O-])C1=CC=C(C=O)O1 (5-nitrofurfural). Yield: 31.4%. The product is FC1=CC=C(C=C1)N1C=C(C(=O)O)C(C=C1C1=CC=C(C=C1)N=CC1=CC=C(O1)[N+](=O)[O-])=O (1-(4-fluorophenyl)-6-[4-{(5-nitrofurfurylidene)amino}-phenyl]-4-oxo-1,4-dihydronicotinic acid). As a reaction SMILES: [NH2:1][C:2]1[CH:7]=[CH:6][C:5]([C:8]2[N:9]([C:18]3[CH:23]=[CH:22][C:21]([F:24])=[CH:20][CH:19]=3)[CH:10]=[C:11]([C:15](=[O:17])[CH:16]=2)[C:12]([OH:14])=[O:13])=[CH:4][CH:3]=1.[N+:25]([C:28]1[O:34][C:31]([CH:32]=O)=[CH:30][CH:29]=1)([O-:27])=[O:26]>C(O)C>[F:24][C:21]1[CH:20]=[CH:19][C:18]([N:9]2[C:8]([C:5]3[CH:4]=[CH:3][C:2]([N:1]=[CH:32][C:31]4[O:34][C:28]([N+:25]([O-:27])=[O:26])=[CH:29][CH:30]=4)=[CH:7][CH:6]=3)=[CH:16][C:15](=[O:17])[C:11]([C:12]([OH:14])=[O:13])=[CH:10]2)=[CH:23][CH:22]=1. Procedure: In 10 ml of ethanol were suspended 0.3 g of 6-(4-aminophenyl)-1-(4-fluorophenyl)-4-oxo-1,4-dihydronicotinic acid and 0.15 g of 5-nitrofurfural, and the suspension was subjected to reaction at 80° C. for 2 hours. After completion of the reaction, the reaction mixture was cooled to room temperature and the insolubles were removed by filtration. The solvent was removed by distillation under reduced pressure. Then, 10 ml of diethyl ether was added to the residue, and the insolubles were collected by... The reactants are CCN, COc1ccc(C(=O)O)cc1C=Cc1ccc(Cl)cc1, Cl. Product: CCNC(=O)c1ccc(OC)c(C=Cc2ccc(Cl)cc2)c1. Reaction SMILES: [CH2:22]([CH3:23])[NH2:24].[Cl:1][c:2]1[cH:3][cH:4][c:5]([CH:8]=[CH:9][c:10]2[cH:11][c:12]([C:13](=[O:14])[OH:15])[cH:16][cH:17][c:18]2[O:19][CH3:20])[cH:6][cH:7]1.[ClH:21]>>[Cl:1][c:2]1[cH:3][cH:4][c:5]([CH:8]=[CH:9][c:10]2[cH:11][c:12]([C:13](=[O:15])[NH:24][CH2:22][CH3:23])[cH:16][cH:17][c:18]2[O:19][CH3:20])[cH:6][cH:7]1. Reactants: C1=CC=C(C(=C1)C=O)O (salicylic aldehyde), OC=1C(=CC2=CC=CC=C2C1)C(=O)NN (3-hydroxy-2-naphthoic hydrazide). Yields the product OC1=C(C=CC=C1)C=NNC(=O)C1=CC2=CC=CC=C2C=C1O (3-Hydroxy-2-naphthoic (2-Hydroxy-1phenylmethylene) hydrazide). Yield: 94.0%. Reaction SMILES: [CH:1]1[CH:6]=[C:5]([CH:7]=O)[C:4]([OH:9])=[CH:3][CH:2]=1.[OH:10][C:11]1[C:12]([C:21]([NH:23][NH2:24])=[O:22])=[CH:13][C:14]2[C:19]([CH:20]=1)=[CH:18][CH:17]=[CH:16][CH:15]=2>>[OH:9][C:4]1[CH:3]=[CH:2][CH:1]=[CH:6][C:5]=1[CH:7]=[N:24][NH:23][C:21]([C:12]1[C:11]([OH:10])=[CH:20][C:19]2[C:14](=[CH:15][CH:16]=[CH:17][CH:18]=2)[CH:13]=1)=[O:22]. Procedure details: Following the general procedure of Example 1, condensation of salicylic aldehyde and 3-hydroxy-2-naphthoic hydrazide gave a pale yellow solid (94%): mp >285° C.; 1H NMR d 11.69 (br s, 1H), 10.97 (br s, 1 H), 10.79 (s, 1 H), 8.24 (s, 1 H), 8.02 (s, 1 H), 7.45 (d, 1 H, J=8.1 Hz), 7.31 (d, 1 H, J=8.1 Hz), 7.12 (dd, 1 H, J=7.8, 0.9 Hz), 7.05 (t, 1 H, J=7.5 Hz), 6.89 (s, 1 H), 6.86 (m, 2H), 6.51 (d, 1 H, J=8.1 Hz), 6.48 (t, 1H, J=7.5 Hz); 13C NMR d 163.62, 157.54, 154.08, 148.83, 135.94, 131.64, 130.... The reactants are O=C(CC(=O)OCC)CCCCC (ethyl 3-oxooctanoate), BrC1=CC=C(CBr)C=C1 (4-bromobenzyl bromide), BrCC1=CC=C(C=C1)C1=C(C=CC=C1)C=1N=NN(N1)C(C1=CC=CC=C1)(C1=CC=CC=C1)C1=CC=CC=C1 (4-bromomethyl-2'-(2-(triphenylmethyl)tetrazol-5-yl)-biphenyl). The product is BrC1=CC=C(CC(C(=O)OCC)C(CCC)=O)C=C1 (Ethyl 2-(4-bromobenzyl)-3-oxohexanoate). RXN SMILES: [O:1]=[C:2]([CH2:9][CH2:10][CH2:11]CC)[CH2:3][C:4]([O:6][CH2:7][CH3:8])=[O:5].[Br:14][C:15]1[CH:22]=[CH:21][C:18]([CH2:19]Br)=[CH:17][CH:16]=1.BrCC1C=CC(C2C=CC=CC=2C2N=NN(C(C3C=CC=CC=3)(C3C=CC=CC=3)C3C=CC=CC=3)N=2)=CC=1>>[Br:14][C:15]1[CH:22]=[CH:21][C:18]([CH2:19][CH:3]([C:2](=[O:1])[CH2:9][CH2:10][CH3:11])[C:4]([O:6][CH2:7][CH3:8])=[O:5])=[CH:17][CH:16]=1. Procedure details: Substituting ethyl butyrylacetate for ethyl 3-oxooctanoate and 4-bromobenzyl bromide for 4-bromomethyl-2'-(2-(triphenylmethyl)tetrazol-5-yl)-biphenyl in Example 4 gave the title compound. Reactants: N\C(=C/C(=O)OCC)\C(Cl)(Cl)Cl (ethyl 3-amino-4,4,4-trichlorocrotonate), ClC(=O)SCl (chlorocarbonylsulfenyl chloride), ice water. The solvent is ClC1=CC=CC=C1 (chlorobenzene). Run at temperature 65 celsius, time 1 hour. Product: O=C1SC(=C(N1)C(Cl)(Cl)Cl)C(=O)OCC (ethyl 2,3-dihydro-2-oxo-4-trichloromethyl-5-thiazolecarboxylate). Isolated yield 37.8%. As a reaction SMILES: [NH2:1]/[C:2](/[C:9]([Cl:12])([Cl:11])[Cl:10])=[CH:3]\[C:4]([O:6][CH2:7][CH3:8])=[O:5].Cl[C:14]([S:16]Cl)=[O:15]>ClC1C=CC=CC=1>[O:15]=[C:14]1[NH:1][C:2]([C:9]([Cl:10])([Cl:11])[Cl:12])=[C:3]([C:4]([O:6][CH2:7][CH3:8])=[O:5])[S:16]1. Procedure details: To 130.14 g (1.00 mole) of ethyl acetocetate was added 1.5 g of sodium. The reaction temperature increased spontaneously to 50° C. The reaction mixture was cooled with an ice bath. To the cooled reaction mixture was added, with vigorous stirring at 30°-50° C., 144.3 g (1.00 mole) of trichloroacetonitrile in 30 minutes. After complete addition of the trichloroacetonitrile, the reaction mixture was cooled with a dry ice bath. No precipitate of the ethyl 2-acetyl-3-amino-4,4,4-trichlorocrotonate fo... Starting materials: [OH-].[Na+] (sodium hydroxide), S(O)(O)(=O)=O (sulfuric acid), CN(C)C(CC(C#N)(C1=NC=CC=C1)C1=CC=CC=C1)C (4-(N,N-dimethylamino)-2-phenyl-2-(2-pyridyl)-valeronitrile), ice water. Run in O (water). Reaction conditions: temperature 90 celsius. Product: CN(C)C(CC(C(=O)N)(C1=NC=CC=C1)C1=CC=CC=C1)C (4-(N,N-dimethylamino)-2-phenyl-2-(2-pyridyl)-valeramide). Reaction SMILES: S(=O)(=O)(O)O.[CH3:6][N:7]([CH:9]([CH3:26])[CH2:10][C:11]([C:20]1[CH:25]=[CH:24][CH:23]=[CH:22][CH:21]=1)([C:14]1[CH:19]=[CH:18][CH:17]=[CH:16][N:15]=1)[C:12]#[N:13])[CH3:8].[OH-:27].[Na+]>O>[CH3:6][N:7]([CH:9]([CH3:26])[CH2:10][C:11]([C:20]1[CH:25]=[CH:24][CH:23]=[CH:22][CH:21]=1)([C:14]1[CH:19]=[CH:18][CH:17]=[CH:16][N:15]=1)[C:12]([NH2:13])=[O:27])[CH3:8] |f:2.3|. Reported procedure: Conc. sulfuric acid (11 ml) was added to 4-(N,N-dimethylamino)-2-phenyl-2-(2-pyridyl)-valeronitrile (6.3 g) at 0° C. and then water (1 ml) was added thereto. After being heated at 90° C. for 3 hours, the mixture was poured into ice-water, adjusted to pH 10 with 10% aqueous sodium hydroxide and extracted with ethyl acetate (50 ml×3). The extracts were combined, and washed with water, dried over magnesium sulfate and evaporated under reduced pressure. The obtained crude crystal was recrystallized ... Reactants: Cc1cc(COc2ccc(S(=O)(=O)NC3CCCC3C(=O)OC(C)(C)C)cc2)c2ccccc2n1, CI. Product: Cc1cc(COc2ccc(S(=O)(=O)N(C)C3CCCC3C(=O)OC(C)(C)C)cc2)c2ccccc2n1. As a reaction SMILES: [CH3:1][c:2]1[n:3][c:4]2[cH:5][cH:6][cH:7][cH:8][c:9]2[c:10]([CH2:12][O:13][c:14]2[cH:15][cH:16][c:17]([S:20](=[O:21])(=[O:22])[NH:23][CH:24]3[CH:25]([C:29](=[O:30])[O:31][C:32]([CH3:33])([CH3:34])[CH3:35])[CH2:26][CH2:27][CH2:28]3)[cH:18][cH:19]2)[cH:11]1.[I:36][CH3:37]>>[CH3:1][c:2]1[n:3][c:4]2[cH:5][cH:6][cH:7][cH:8][c:9]2[c:10]([CH2:12][O:13][c:14]2[cH:15][cH:16][c:17]([S:20](=[O:21])(=[O:22])[N:23]([CH:24]3[CH:25]([C:29](=[O:30])[O:31][C:32]([CH3:33])([CH3:34])[CH3:35])[CH2:26][CH2:27][CH2:28]3)[CH3:37])[cH:18][cH:19]2)[cH:11]1. Reactants: BrC1=NN2C(S1)=NC=C2I (2-bromo-5-iodoimidazo[2,1-b][1,3,4]thiadiazole), N1(CCOCC1)S(=O)(=O)C1=CC=C(C=C1)B(O)O (4-(4-morpholinylsulfonyl)phenylboronic acid), C(=O)([O-])[O-].[Na+].[Na+] (Na2CO3). Reagents/catalysts: Cl[Pd]([P](C1=CC=CC=C1)(C2=CC=CC=C2)C3=CC=CC=C3)([P](C4=CC=CC=C4)(C5=CC=CC=C5)C6=CC=CC=C6)Cl (PdCl2(PPh3)2). The solvent is O1CCOCC1 (dioxane). Conditions: temperature 90 celsius. The product is IC1=CN=C2SC(=NN21)C2=CC=C(C=C2)S(=O)(=O)N2CCOCC2 (5-Iodo-2-[4-(morpholine-4-sulfonyl)-phenyl]-imidazo[2,1-b][1,3,4]thiadiazole). Yield: 42.5%. RXN SMILES: Br[C:2]1[S:6][C:5]2=[N:7][CH:8]=[C:9]([I:10])[N:4]2[N:3]=1.[N:11]1([S:17]([C:20]2[CH:25]=[CH:24][C:23](B(O)O)=[CH:22][CH:21]=2)(=[O:19])=[O:18])[CH2:16][CH2:15][O:14][CH2:13][CH2:12]1.C([O-])([O-])=O.[Na+].[Na+]>O1CCOCC1.Cl[Pd](Cl)([P](C1C=CC=CC=1)(C1C=CC=CC=1)C1C=CC=CC=1)[P](C1C=CC=CC=1)(C1C=CC=CC=1)C1C=CC=CC=1>[I:10][C:9]1[N:4]2[C:5]([S:6][C:2]([C:23]3[CH:24]=[CH:25][C:20]([S:17]([N:11]4[CH2:12][CH2:13][O:14][CH2:15][CH2:16]4)(=[O:18])=[O:19])=[CH:21][CH:22]=3)=[N:3]2)=[N:7][CH:8]=1 |f:2.3.4,^1:43,62|. Procedure: A mixture of 2-bromo-5-iodoimidazo[2,1-b][1,3,4]thiadiazole (200 mg, 0.44 mmol), 4-(4-morpholinylsulfonyl)phenylboronic acid (144 mg, 0.52 mmol), PdCl2(PPh3)2 (60 mg, 0.088 mmol) and 2M aq Na2CO3 (1.2 mL) in dioxane (8 mL) was heated at 90° C. for 18 h. The solvent was removed in vacuo and the residue was triturated from EtOAc and filtered. The filtrate was evaporated and the residue was recrystallyzed from MeOH to give the desired product (89 mg, 31%) as a brown solid. Starting materials: CCNCC, C#CCOC, O=C(NCc1ccc(Cl)cc1)c1cnc2sc(I)cc2c1O, I[Cu]I, Cl[Pd]Cl, c1ccc(P(c2ccccc2)c2ccccc2)cc1, c1ccc(P(c2ccccc2)c2ccccc2)cc1. The product is COCC#Cc1cc2c(O)c(C(=O)NCc3ccc(Cl)cc3)cnc2s1. RXN SMILES: [CH2:28]([NH:29][CH2:30][CH3:31])[CH3:32].[CH3:23][O:24][CH2:25][C:26]#[CH:27].[Cl:1][c:2]1[cH:3][cH:4][c:5]([CH2:6][NH:7][C:8](=[O:9])[c:10]2[c:11]([OH:20])[c:12]3[c:13]([n:14][cH:15]2)[s:16][c:17]([I:19])[cH:18]3)[cH:21][cH:22]1.[Cu:33]([I:34])[I:35].[Pd:36]([Cl:37])[Cl:38].[c:39]1([P:40]([c:41]2[cH:42][cH:43][cH:44][cH:45][cH:46]2)[c:47]2[cH:48][cH:49][cH:50][cH:51][cH:52]2)[cH:53][cH:54][cH:55][cH:56][cH:57]1.[c:58]1([P:59]([c:60]2[cH:61][cH:62][cH:63][cH:64][cH:65]2)[c:66]2[cH:67][cH:68][cH:69][cH:70][cH:71]2)[cH:72][cH:73][cH:74][cH:75][cH:76]1>>[Cl:1][c:2]1[cH:3][cH:4][c:5]([CH2:6][NH:7][C:8](=[O:9])[c:10]2[c:11]([OH:20])[c:12]3[c:13]([n:14][cH:15]2)[s:16][c:17]([C:27]#[C:26][CH2:25][O:24][CH3:23])[cH:18]3)[cH:21][cH:22]1.